This data is from the Open Reaction Database (ORD), a public repository of structured organic reaction records. The task is: describe an organic reaction: reactants, conditions, products, and yield The reactants are C1CCCCC1, CCCCCO, CCC(C#N)(CC)c1ccc(Cl)cc1, [K+], [OH-], O. Product: CCC(CC)(C(N)=O)c1ccc(Cl)cc1. As a reaction SMILES: [CH2:18]1[CH2:19][CH2:20][CH2:21][CH2:22][CH2:23]1.[CH3:24][CH2:25][CH2:26][CH2:27][CH2:28][OH:29].[Cl:1][c:2]1[cH:3][cH:4][c:5]([C:8]([C:9]#[N:10])([CH2:11][CH3:12])[CH2:13][CH3:14])[cH:6][cH:7]1.[K+:16].[OH-:15].[OH2:17]>>[Cl:1][c:2]1[cH:3][cH:4][c:5]([C:8]([C:9]([NH2:10])=[O:15])([CH2:11][CH3:12])[CH2:13][CH3:14])[cH:6][cH:7]1. The reactants are ClC=1C(=NC=C(C1)C1=C(C(=CC=C1)F)C=1N=NN(N1)C)C#N (3-chloro-5-[3-fluoro-2-(2-methyl-2H-tetrazol-5-yl)phenyl]-pyridine-2-carbonitrile). The solvent is [NH4+] (ammonium), CO (methanol). Reaction SMILES: [Cl:1][C:2]1[C:3]([C:21]#[N:22])=[N:4][CH:5]=[C:6]([C:8]2[CH:13]=[CH:12][CH:11]=[C:10]([F:14])[C:9]=2[C:15]2[N:16]=[N:17][N:18]([CH3:20])[N:19]=2)[CH:7]=1>[NH4+].CO.[Ni]>[Cl:1][C:2]1[C:3]([CH2:21][NH2:22])=[N:4][CH:5]=[C:6]([C:8]2[CH:13]=[CH:12][CH:11]=[C:10]([F:14])[C:9]=2[C:15]2[N:16]=[N:17][N:18]([CH3:20])[N:19]=2)[CH:7]=1. Product: ClC=1C(=NC=C(C1)C1=C(C(=CC=C1)F)C=1N=NN(N1)C)CN (1-{3-chloro-5-[3-fluoro-2-(2-methyl-2H-tetrazol-5-yl)phenyl]pyridin-2-yl}methanamine). Reagents/catalysts: [Ni] (nickel). Run at time 3 hour. Reported procedure: To a solution of 3-chloro-5-[3-fluoro-2-(2-methyl-2H-tetrazol-5-yl)phenyl]-pyridine-2-carbonitrile (0.500 g, 1.59 mmol) in ammonium in methanol (40 mL 2.0 M) was added Raney 2800 nickel (slurry in water). The reaction mixture was stirred under H2 atmosphere for 3 hours, filtered through glass filter paper and concentrated under vacuum. The residue was azeotroped three times with toluene to yield crude 1-{3-chloro-5-[3-fluoro-2-(2-methyl-2H-tetrazol-5-yl)phenyl]pyridin-2-yl}methanamine that gave ... The product is CC(C)(C)c1cc(N)cc2c1OCC2(C)C. As a reaction SMILES: [C:1]([CH3:2])([CH3:3])([CH3:4])[c:5]1[cH:6][c:7]([N+:16]([O-:17])=[O:18])[cH:8][c:9]2[c:10]1[O:11][CH2:12][C:13]2([CH3:14])[CH3:15].[CH3:21][CH2:22][OH:23].[N:19]#[N:20]>>[C:1]([CH3:2])([CH3:3])([CH3:4])[c:5]1[cH:6][c:7]([NH2:16])[cH:8][c:9]2[c:10]1[O:11][CH2:12][C:13]2([CH3:14])[CH3:15]. Reactants: CC(C)(C)c1cc([N+](=O)[O-])cc2c1OCC2(C)C, CCO, N#N. The reactants are [N+](=O)(O)[O-] (HNO3), FC=1C=C(C#N)C=CC1O (3-fluoro-4-hydroxybenzonitrile). The solvent is OS(=O)(=O)O (H2SO4). Conditions: temperature -10 celsius, time 1 hour. Product: FC=1C=C(C#N)C=C(C1O)[N+](=O)[O-] (3-Fluoro-4-hydroxy-5-nitro-benzonitrile). As a reaction SMILES: [N+:1]([O-:4])(O)=[O:2].[F:5][C:6]1[CH:7]=[C:8]([CH:11]=[CH:12][C:13]=1[OH:14])[C:9]#[N:10]>OS(O)(=O)=O>[F:5][C:6]1[CH:7]=[C:8]([CH:11]=[C:12]([N+:1]([O-:4])=[O:2])[C:13]=1[OH:14])[C:9]#[N:10]. Reported procedure: Fuming HNO3 (1.8 mL; 44 mmol) was added dropwise to a solution of 3-fluoro-4-hydroxybenzonitrile (4.0 g; 29 mmol) in conc. H2SO4 (10 mL) at −10° C. The mixture was stirred at −10° C. for 1 h and thereafter slowly poured into ice. The precipitate was filtered off and the filtrate was extracted with EtOAc. The organic layer was dried over Na2SO4, filtered and concentrated. The residue was combined with the precipitate and crystallized from EtOAc/PE to give the sub-title compound.